This data is from the Open Reaction Database (ORD), a public repository of structured organic reaction records. The task is: describe an organic reaction: reactants, conditions, products, and yield The product is CC(C)(C)N1C(=O)C(NC2CCN(c3ccc(F)cn3)CC2)=C(c2ccccc2)S1(=O)=O. Reaction SMILES: [C:1]([CH3:2])([CH3:3])([CH3:4])[N:5]1[S:6](=[O:18])(=[O:19])[C:7]([c:12]2[cH:13][cH:14][cH:15][cH:16][cH:17]2)=[C:8]([Cl:11])[C:9]1=[O:10].[ClH:20].[ClH:21].[F:22][c:23]1[cH:24][cH:25][c:26]([N:29]2[CH2:30][CH2:31][CH:32]([NH2:35])[CH2:33][CH2:34]2)[n:27][cH:28]1.[O:36]=[CH:37][N:38]([CH3:39])[CH3:40]>>[C:1]([CH3:2])([CH3:3])([CH3:4])[N:5]1[S:6](=[O:18])(=[O:19])[C:7]([c:12]2[cH:13][cH:14][cH:15][cH:16][cH:17]2)=[C:8]([NH:35][CH:32]2[CH2:31][CH2:30][N:29]([c:26]3[cH:25][cH:24][c:23]([F:22])[cH:28][n:27]3)[CH2:34][CH2:33]2)[C:9]1=[O:10]. Reactants: CC(C)(C)N1C(=O)C(Cl)=C(c2ccccc2)S1(=O)=O, Cl, Cl, NC1CCN(c2ccc(F)cn2)CC1, CN(C)C=O. Reported procedure: A solution of ethyl 1-[(4-{2-[(1R,5S)-3-(2-methyl-1H-benzimidazol-1-yl)-8-azabicyclo[3.2.1]oct-8-yl]ethyl}-4-phenylpiperidin-1-yl)carbonyl]cyclobutane-carboxylate from example 14 (0.050 g, 0.086 mmol), 5 N NaOH (10 ml) and ethanol (4 ml) was stirred at 90° C. for 3 hrs. The reaction was evaporated to dryness and residue was suspend in water (10 ml) and neutralized with 1N HCl. The aqueous layer was extracted with ethyl acetate (3×10 ml). The organic layer was dried using magnesium sulfate and co... Run in C(C)O (ethanol). The yield is 67.1%. As a reaction SMILES: [CH3:1][C:2]1[N:6]([CH:7]2[CH2:13][C@H:12]3[N:14]([CH2:15][CH2:16][C:17]4([C:34]5[CH:39]=[CH:38][CH:37]=[CH:36][CH:35]=5)[CH2:22][CH2:21][N:20]([C:23]([C:25]5([C:29]([O:31]CC)=[O:30])[CH2:28][CH2:27][CH2:26]5)=[O:24])[CH2:19][CH2:18]4)[C@H:9]([CH2:10][CH2:11]3)[CH2:8]2)[C:5]2[CH:40]=[CH:41][CH:42]=[CH:43][C:4]=2[N:3]=1.[OH-].[Na+]>C(O)C>[CH3:1][C:2]1[N:6]([CH:7]2[CH2:13][C@H:12]3[N:14]([CH2:15][CH2:16][C:17]4([C:34]5[CH:39]=[CH:38][CH:37]=[CH:36][CH:35]=5)[CH2:22][CH2:21][N:20]([C:23]([C:25]5([C:29]([OH:31])=[O:30])[CH2:26][CH2:27][CH2:28]5)=[O:24])[CH2:19][CH2:18]4)[C@H:9]([CH2:10][CH2:11]3)[CH2:8]2)[C:5]2[CH:40]=[CH:41][CH:42]=[CH:43][C:4]=2[N:3]=1 |f:1.2|. Starting materials: CC1=NC2=C(N1C1C[C@H]3CC[C@@H](C1)N3CCC3(CCN(CC3)C(=O)C3(CCC3)C(=O)OCC)C3=CC=CC=C3)C=CC=C2 (ethyl 1-[(4-{2-[(1R,5S)-3-(2-methyl-1H-benzimidazol-1-yl)-8-azabicyclo[3.2.1]oct-8-yl]ethyl}-4-phenylpiperidin-1-yl)carbonyl]cyclobutane-carboxylate), [OH-].[Na+] (NaOH). Yields the product CC1=NC2=C(N1C1C[C@H]3CC[C@@H](C1)N3CCC3(CCN(CC3)C(=O)C3(CCC3)C(=O)O)C3=CC=CC=C3)C=CC=C2 (1-[(4-{2-[(1R,5S)-3-(2-methyl-1H-benzimidazol-1-yl)-8-azabicyclo[3.2.1]oct-8-yl]ethyl}-4-phenylpiperidin-1-yl)carbonyl]cyclobutanecarboxylic acid). Reactants: CC1(CC(C(C1)=O)=O)C (4,4-dimethyl-cyclopentane-1,2-dione), COP(OC)(=O)CC(=O)C=1C=NN(C1C)C1=CC=CC=C1 ([2-(5-Methyl-1-phenyl-1H-pyrazol-4-yl)-2-oxo-ethyl]-phosphonic acid dimethyl ester), O.NN (hydrazine monohydrate). The product is CC1(CC2=C(N=NC(=C2)C=2C=NN(C2C)C2=CC=CC=C2)C1)C (6,6-Dimethyl-3-(5-methyl-1-phenyl-1H-pyrazol-4-yl)-6,7-dihydro-5H-cyclopenta[c]pyridazine). Reaction SMILES: [CH3:1][C:2]1([CH3:9])[CH2:6][C:5](=O)[C:4](=O)[CH2:3]1.COP([CH2:16][C:17]([C:19]1[CH:20]=[N:21][N:22]([C:25]2[CH:30]=[CH:29][CH:28]=[CH:27][CH:26]=2)[C:23]=1[CH3:24])=O)(=O)OC.O.[NH2:32][NH2:33]>>[CH3:1][C:2]1([CH3:9])[CH2:6][C:5]2[N:32]=[N:33][C:17]([C:19]3[CH:20]=[N:21][N:22]([C:25]4[CH:30]=[CH:29][CH:28]=[CH:27][CH:26]=4)[C:23]=3[CH3:24])=[CH:16][C:4]=2[CH2:3]1 |f:2.3|. Procedure details: light yellow crystalline solid. MS (ESI): 305.2 (MH+). Prepared from 4,4-dimethyl-cyclopentane-1,2-dione (synthesis described in: J. Chem. Soc., 121, 1922, p523), [2-(5-Methyl-1-phenyl-1H-pyrazol-4-yl)-2-oxo-ethyl]-phosphonic acid dimethyl ester, hydrazine monohydrate. Starting materials: C(C)O (ethanol), C(C1=CC=CC=C1)NC(=O)N (benzyl urea), C(CC(=O)[O-])(=O)OC(CC)CC (diethylmethyl malonate), [Na] (Sodium), C(C)O (ethanol). The product is C(C1=CC=CC=C1)N1C(NC(C(C1=O)C)=O)=O (1-Benzyl-5-methyl-pyrimidine-2,4,6-trione). As a reaction SMILES: [Na].[CH2:2]([NH:9][C:10]([NH2:12])=[O:11])[C:3]1[CH:8]=[CH:7][CH:6]=[CH:5][CH:4]=1.[C:13]([O:19]C(CC)CC)(=O)[CH2:14][C:15]([O-:17])=O.[CH2:25](O)C>>[CH2:2]([N:9]1[C:13](=[O:19])[CH:14]([CH3:25])[C:15](=[O:17])[NH:12][C:10]1=[O:11])[C:3]1[CH:8]=[CH:7][CH:6]=[CH:5][CH:4]=1 |^1:0|. Reported procedure: Sodium metal (7.68 g, 334 mmol) was dissolved in 100% ethanol (500 mL), benzyl urea (25.12 g, 168 mmol) and diethylmethyl malonate (29 mL, 169 mmol) were added, and the mixture was heated at just below ethanol reflux overnight. The reaction mixture was concentrated to remove ethanol, water (200 mL), and 1 N hydrochloric acid (350 mL) was added, and an oil separated. The oil would not crystallize and could not be purified by chromatography. The oil was treated with ethanol/sodium ethoxide, (400 m... The reactants are ClC=1C(=CC(=C(C(=O)OC(C)(C)C)C1)F)OCC1(CCCCC1)C(F)(F)F (tert-butyl 5-chloro-2-fluoro-4-((1-(trifluoromethyl)-cyclohexyl)methoxy)benzoate), ClC=1C(=CC(=C(C(=O)OC(C)(C)C)C1)F)OCC1CC(CCC1)(C)C (tert-butyl 5-chloro-4-((3,3-dimethylcyclohexyl)-methoxy)-2-fluorobenzoate). Product: C1(CC1)C=1C(=CC(=C(C(=O)OC(C)(C)C)C1)F)OCC1CC(CCC1)(C)C (tert-butyl 5-cyclopropyl-4-((3,3-dimethylcyclohexyl)-methoxy)-2-fluorobenzoate), oil. The yield is 75.0%. RXN SMILES: ClC1C(OCC2(C(F)(F)F)CCCCC2)=C[C:5](F)=[C:6]([CH:14]=1)C(OC(C)(C)C)=O.Cl[C:29]1[C:30]([O:43][CH2:44][CH:45]2[CH2:50][CH2:49][CH2:48][C:47]([CH3:52])([CH3:51])[CH2:46]2)=[CH:31][C:32]([F:42])=[C:33]([CH:41]=1)[C:34]([O:36][C:37]([CH3:40])([CH3:39])[CH3:38])=[O:35]>>[CH:14]1([C:29]2[C:30]([O:43][CH2:44][CH:45]3[CH2:50][CH2:49][CH2:48][C:47]([CH3:52])([CH3:51])[CH2:46]3)=[CH:31][C:32]([F:42])=[C:33]([CH:41]=2)[C:34]([O:36][C:37]([CH3:40])([CH3:39])[CH3:38])=[O:35])[CH2:6][CH2:5]1. Procedure: Following the procedure as described in Example 158 step 3 and making variations as required to replace tert-butyl 5-chloro-2-fluoro-4-((1-(trifluoromethyl)-cyclohexyl)methoxy)benzoate with tert-butyl 5-chloro-4-((3,3-dimethylcyclohexyl)-methoxy)-2-fluorobenzoate, the title compound was obtained as colorless oil (2.45 g, 75%): MS (ES+) m/z 399.2 (M+23). The reactants are C(C)(C)(C)OC(=O)N1CCN(CC1)C1=CC(=NC2=CC(=CC=C12)Cl)C(=O)OCC (ethyl 4-[4-(tert-butoxycarbonyl)piperazin-1-yl]-7-chloroquinoline-2-carboxylate), FC(C(=O)O)(F)F (trifluoroacetic acid), FC1=CC=C(C=C1)N=C=O (4-fluorophenyl isocyanate), [OH-].[Na+] (NaOH). Solvent: C(Cl)Cl (CH2Cl2). Run at time 1 hour. Product: ClC1=CC=C2C(=CC(=NC2=C1)C(=O)OCC)N1CCN(CC1)C(=O)NC1=CC=C(C=C1)F (Ethyl 7-chloro-4-[4-(4-fluorophenylaminocarbonyl)piperazin-1-yl]quinoline-2-carboxylate). Reaction SMILES: C(O[C:6]([N:8]1[CH2:13][CH2:12][N:11]([C:14]2[C:23]3[C:18](=[CH:19][C:20]([Cl:24])=[CH:21][CH:22]=3)[N:17]=[C:16]([C:25]([O:27][CH2:28][CH3:29])=[O:26])[CH:15]=2)[CH2:10][CH2:9]1)=[O:7])(C)(C)C.FC(F)(F)C(O)=O.[OH-].[Na+].[F:39][C:40]1[CH:45]=[CH:44][C:43]([N:46]=C=O)=[CH:42][CH:41]=1>C(Cl)Cl>[Cl:24][C:20]1[CH:19]=[C:18]2[C:23]([C:14]([N:11]3[CH2:10][CH2:9][N:8]([C:6]([NH:46][C:43]4[CH:44]=[CH:45][C:40]([F:39])=[CH:41][CH:42]=4)=[O:7])[CH2:13][CH2:12]3)=[CH:15][C:16]([C:25]([O:27][CH2:28][CH3:29])=[O:26])=[N:17]2)=[CH:22][CH:21]=1 |f:2.3|. Reported procedure: To a solution of ethyl 4-[4-(tert-butoxycarbonyl)piperazin-1-yl]-7-chloroquinoline-2-carboxylate (1.0 g, 2.4 mmol) in CH2Cl2 (5 mL) is added trifluoroacetic acid (5 mL). After 1 h at room temp., the reaction mixture is adjusted to pH 10–11 with 10% aq. NaOH and extracted with EtOAc. The combined extracts are dried (Na2SO4) and concentrated. The residue is dissolved in CH2Cl2 (70 mL) and treated with 4-fluorophenyl isocyanate (0.32 mL, 2.8 mmol) for 15 h at room temp. The reaction mixture is wash... Starting materials: C(C)(C)(C)OC(=O)N1C[C@H]([C@@H](C1)CN(C(C1=CC(=C(C=C1)OC)OCCCOC)=O)C(C)C)CO ((3S*,4R*)-3-hydroxymethyl-4-({isopropyl-[4-methoxy-3-(3-methoxy-propoxy)-benzoyl]-amino}-methyl)-pyrrolidine-1-carboxylic acid tert-butyl ester), CC(=O)OI1(C=2C=CC=CC2C(=O)O1)(OC(=O)C)OC(=O)C (Dess-Martin periodinane). Run in CCOCC (Et2O), C(Cl)Cl (CH2Cl2), C(Cl)Cl (CH2Cl2), C(Cl)Cl (CH2Cl2). Yields the product C(C)(C)(C)OC(=O)N1C[C@H]([C@@H](C1)CN(C(C1=CC(=C(C=C1)OC)OCCCOC)=O)C(C)C)C=O ((3S*,4R*)-3-Formyl-4-({isopropyl-[4-methoxy-3-(3-methoxy-propoxy)-benzoyl]-amino}-methyl)-pyrrolidine-1-carboxylic acid tert-butyl ester). Reaction SMILES: [C:1]([O:5][C:6]([N:8]1[CH2:12][C@@H:11]([CH2:13][N:14]([CH:31]([CH3:33])[CH3:32])[C:15](=[O:30])[C:16]2[CH:21]=[CH:20][C:19]([O:22][CH3:23])=[C:18]([O:24][CH2:25][CH2:26][CH2:27][O:28][CH3:29])[CH:17]=2)[C@H:10]([CH2:34][OH:35])[CH2:9]1)=[O:7])([CH3:4])([CH3:3])[CH3:2].CC(OI1(OC(C)=O)(OC(C)=O)OC(=O)C2C=CC=CC1=2)=O>C(Cl)Cl.CCOCC>[C:1]([O:5][C:6]([N:8]1[CH2:12][C@@H:11]([CH2:13][N:14]([CH:31]([CH3:32])[CH3:33])[C:15](=[O:30])[C:16]2[CH:21]=[CH:20][C:19]([O:22][CH3:23])=[C:18]([O:24][CH2:25][CH2:26][CH2:27][O:28][CH3:29])[CH:17]=2)[C@H:10]([CH:34]=[O:35])[CH2:9]1)=[O:7])([CH3:4])([CH3:3])[CH3:2]. Procedure details: To a well-stirred mixture of (3S*,4R*)-3-hydroxymethyl-4-({isopropyl-[4-methoxy-3-(3-methoxy-propoxy)-benzoyl]-amino}-methyl)-pyrrolidine-1-carboxylic acid tert-butyl ester (600 mg, 1.21 mmol) and Dess-Martin periodinane (272 mg, 1.21 mmol) in CH2Cl2 (10 mL), slowly wet CH2Cl2 (24 μL of water in 2 mL of CH2Cl2) is added. The clear solution becomes cloudy towards the end of wet CH2Cl2 addition. The mixture is diluted with Et2O and concentrated to a few mL of solvent by rotary evaporation. The res... Reactants: [Cl-].[NH4+] (Ammonium chloride), C(C)[Mg]Br (ethyl magnesium bromide), solution, CC(C#C)CC (3-methyl-1-pentyne), CC(C)(C(CN1N=CN=C1)=O)C (2,2-dimethyl-4-(1,2,4-triazol-1-yl)-butane-3-one). Solvent: C(C)OCC (diethyl ether), C(C)OCC (diethyl ether), C(C)OCC (diethyl ether), ClCCl (dichloromethane). Run at temperature 0 celsius, time 45 minute. The product is CC(C)(C(CN1N=CN=C1)(C#CC(CC)C)O)C (2,2-dimethyl-3-hydroxy-3-(3-methyl-pent-1-yne-1-yl)-4-(1,2,4-triazol-1-yl)-butane), solid. Reaction SMILES: C([Mg]Br)C.[CH3:5][CH:6]([CH2:9][CH3:10])[C:7]#[CH:8].[CH3:11][C:12]([CH3:22])([C:14](=[O:21])[CH2:15][N:16]1[CH:20]=[N:19][CH:18]=[N:17]1)[CH3:13].[Cl-].[NH4+]>C(OCC)C.ClCCl>[CH3:13][C:12]([CH3:22])([C:14]([OH:21])([C:8]#[C:7][CH:6]([CH3:5])[CH2:9][CH3:10])[CH2:15][N:16]1[CH:20]=[N:19][CH:18]=[N:17]1)[CH3:11] |f:3.4|. Procedure: 10 To a solution of ethyl magnesium bromide (20 ml) of a 3M solution in diethyl ether) in dry diethyl ether (30 ml) under N2 at room temperature was added a solution of 3-methyl-1-pentyne (5 g, 0.06 mol) in diethyl ether (20 ml). The resulting mixture was heated under reflux for 1 hour, and then cooled to 0° C. To this mixture was added slowly a solution of 2,2-dimethyl-4-(1,2,4-triazol-1-yl)-butane-3-one (8.4 g, 0.05 mol) in dry dichloromethane (150 ml), and the mixture stirred for 45 minutes, ... The reactants are C(=O)(OCC)C=1C=C2C(C(NC2=CC1)=S)C (5-carboethoxy-3-methylthiooxindole), CC(C)([O-])C.[K+] (potassium t-butoxide), O1CCCC1 (tetrahydrofuran). Reaction conditions: time 18 hour. The product is C(=O)(OCC)C=1C=C2C(C(NC2=CC1)=O)=O (5-carboethoxyisatin). Isolated yield 60.0%. RXN SMILES: [C:1]([C:6]1[CH:7]=C2[C:12](=[CH:13][CH:14]=1)[NH:11]C(=S)C2C)([O:3][CH2:4][CH3:5])=[O:2].[CH3:17][C:18](C)([O-:20])[CH3:19].[K+].[O:23]1CCCC1>>[C:1]([C:6]1[CH:7]=[C:17]2[C:12](=[CH:13][CH:14]=1)[NH:11][C:19](=[O:23])[C:18]2=[O:20])([O:3][CH2:4][CH3:5])=[O:2] |f:1.2|. Procedure details: According to the general procedure, 4.06 g of 5-carboethoxy-3-methylthiooxindole and an E.Q. of sublimed potassium t-butoxide in 250 ml of dry tetrahydrofuran was stirred and aerated for 6 h at 0° C. and 18 h at 25° C. Acidification with 1.35 ml of conc. hydrochloric acid in 25 ml of water, followed by extraction with ether and normal workup (vide supra), gave a yellow solid which was recrystallized from ethyl acetate to yield 2.20 g (60%) of 5-carboethoxyisatin, mp 205°-206° C. EXAMPLE 3: 5-Met...